describe an organic reaction: reactants, conditions, products, and yield From a dataset of the Open Reaction Database (ORD), a public repository of structured organic reaction records. Reactants: C=O, CCOC(C)=O, O=C(c1ccc(N2CCNCC2)cc1Cl)N1CCCCc2ccccc21, c1ccc2c(c1)CCCCN2, [Na], [Na]. Yields the product CN1CCN(c2ccc(C(=O)N3CCCCc4ccccc43)c(Cl)c2)CC1. RXN SMILES: [CH2:27]=[O:28].[CH3:42][CH2:43][O:44][C:45](=[O:46])[CH3:47].[N:1]1([c:7]2[cH:8][c:9]([Cl:26])[c:10]([C:11](=[O:12])[N:13]3[CH2:14][CH2:15][CH2:16][CH2:17][c:18]4[c:19]3[cH:20][cH:21][cH:22][cH:23]4)[cH:24][cH:25]2)[CH2:2][CH2:3][NH:4][CH2:5][CH2:6]1.[NH:29]1[CH2:30][CH2:39][CH2:38][CH2:37][c:36]2[c:31]1[cH:32][cH:33][cH:34][cH:35]2.[Na:40].[Na:41]>>[N:1]1([c:7]2[cH:8][c:9]([Cl:26])[c:10]([C:11](=[O:12])[N:13]3[CH2:14][CH2:15][CH2:16][CH2:17][c:18]4[c:19]3[cH:20][cH:21][cH:22][cH:23]4)[cH:24][cH:25]2)[CH2:2][CH2:3][N:4]([CH3:30])[CH2:5][CH2:6]1.